From a dataset of the Open Reaction Database (ORD), a public repository of structured organic reaction records. describe an organic reaction: reactants, conditions, products, and yield Reactants: ClC=1C=C(C(=O)OO)C=CC1 (3-chloroperoxybenzoic acid), C1(=CC=CC=C1)C1(CCSC2CNCC21)C2=CC=CC=C2 ((4aRS, 7aRS)-4,4-diphenylperhydrothiopyrano[2,3-c]pyrrole). Solvent: ClCCl (dichloromethane), ClCCl (dichloromethane), CO (methanol). Run at temperature -3 celsius, time 1 hour. Product: C1(=CC=CC=C1)C1(CCS(C2CNCC21)=O)C2=CC=CC=C2 ((1RS,4aRS,7aRS)-4,4-diphenylperhydrothiopyrano[2,3-c]-pyrrole 1-oxide). Isolated yield 51.6%. Reaction SMILES: ClC1C=C(C=CC=1)C(OO)=[O:6].[C:12]1([C:18]2([C:27]3[CH:32]=[CH:31][CH:30]=[CH:29][CH:28]=3)[CH:26]3[CH:22]([CH2:23][NH:24][CH2:25]3)[S:21][CH2:20][CH2:19]2)[CH:17]=[CH:16][CH:15]=[CH:14][CH:13]=1>ClCCl.CO>[C:27]1([C:18]2([C:12]3[CH:13]=[CH:14][CH:15]=[CH:16][CH:17]=3)[CH:26]3[CH:22]([CH2:23][NH:24][CH2:25]3)[S:21](=[O:6])[CH2:20][CH2:19]2)[CH:32]=[CH:31][CH:30]=[CH:29][CH:28]=1. Procedure: A solution of 15.4 g of 3-chloroperoxybenzoic acid (at 85%) in 400 cm3 of dichloromethane is added over 40 minutes to a solution, cooled to -3° C., of 25 g of (4aRS, 7aRS)-4,4-diphenylperhydrothiopyrano[2,3-c]pyrrole in 500 cm3 of dichloromethane and 100 cm3 of methanol. After stirring for one hour at -3° C., the reaction mixture is washed with 200 cm3 of a 10% aqueous solution of potassium hydrogen carbonate and again with 100 cm3 of this same solution, then dried over magnesium sulphate and co... The reactants are [N+](=O)([O-])C1=C(OCC(=O)O)C=C(C(=C1)[N+](=O)[O-])F (2,4-dinitro-5-fluorophenoxyacetic acid), [H][H] (hydrogen). Reagents/catalysts: [Pt](=O)=O (platinum dioxide). Solvent: C(C)O (ethanol). Product: FC1=CC2=C(NC(CO2)=O)C=C1N (7-fluoro-6-amino-2H-1,4-benzoxazin-3(4H)-one). Isolated yield 91.4%. As a reaction SMILES: [N+:1]([C:4]1[CH:14]=[C:13]([N+:15]([O-])=O)[C:12]([F:18])=[CH:11][C:5]=1[O:6][CH2:7][C:8](O)=[O:9])([O-])=O.[H][H]>C(O)C.[Pt](=O)=O>[F:18][C:12]1[C:13]([NH2:15])=[CH:14][C:4]2[NH:1][C:8](=[O:9])[CH2:7][O:6][C:5]=2[CH:11]=1. Procedure: A suspension of 2,4-dinitro-5-fluorophenoxyacetic acid (0.25 g) and platinum dioxide (80 mg) in ethanol (10 ml) was subjected to catalytic reduction at room temperature under an ordinary pressure until 130 ml of hydrogen was absorbed. The reaction mixture was filtered, and the filtrate was concentrated to give 7-fluoro-6-amino-2H-1,4-benzoxazin-3(4H)-one (0.16 g; yield, 91.4%). M.P., more than 300° C. The reactants are BrCc1ccccc1, O=C([O-])[O-], CS(C)=O, CCOCC, [K+], [K+], O, COc1ccccc1C(=O)c1ccccc1O. Yields the product COc1ccccc1C(=O)c1ccccc1OCc1ccccc1. RXN SMILES: [Br:24][CH2:25][c:26]1[cH:27][cH:28][cH:29][cH:30][cH:31]1.[C:18](=[O:19])([O-:20])[O-:21].[CH3:32][S:33]([CH3:34])=[O:35].[CH3:36][CH2:37][O:38][CH2:39][CH3:40].[K+:22].[K+:23].[OH2:41].[OH:1][c:2]1[c:3]([C:4](=[O:5])[c:6]2[c:7]([O:12][CH3:13])[cH:8][cH:9][cH:10][cH:11]2)[cH:14][cH:15][cH:16][cH:17]1>>[O:1]([c:2]1[c:3]([C:4](=[O:5])[c:6]2[c:7]([O:12][CH3:13])[cH:8][cH:9][cH:10][cH:11]2)[cH:14][cH:15][cH:16][cH:17]1)[CH2:25][c:26]1[cH:27][cH:28][cH:29][cH:30][cH:31]1. The reactants are N1=C(C=CC=C1)C=1C=NN(C1)C1=CC=C(C=N1)NC(CCC)C1=CC=C(C(=O)OCC)C=C1 ((+/−)-ethyl 4-(1-(6-(4-(pyridin-2-yl)-1H-pyrazol-1-yl)pyridin-3-ylamino)butyl)benzoate), CC#N (MeCN), CC#N (MeCN), C(=O)(C(F)(F)F)O (TFA), CC#N (MeCN). The product is N1=C(C=CC=C1)C=1C=NN(C1)C1=CC=C(C=N1)NC(CCC)C1=CC=C(C(=O)NCCC(=O)O)C=C1 ((+/−)-3-(4-(1-(6-(4-(pyridin-2-yl)-1H-pyrazol-1-yl)pyridin-3-ylamino)butyl)benzamido)propanoic acid). Reaction SMILES: [N:1]1[CH:6]=[CH:5][CH:4]=[CH:3][C:2]=1[C:7]1[CH:8]=[N:9][N:10]([C:12]2[N:17]=[CH:16][C:15]([NH:18][CH:19]([C:23]3[CH:33]=[CH:32][C:26]([C:27](OCC)=[O:28])=[CH:25][CH:24]=3)[CH2:20][CH2:21][CH3:22])=[CH:14][CH:13]=2)[CH:11]=1.[C:34]([OH:40])([C:36](F)(F)F)=[O:35].C[C:42]#[N:43]>>[N:1]1[CH:6]=[CH:5][CH:4]=[CH:3][C:2]=1[C:7]1[CH:8]=[N:9][N:10]([C:12]2[N:17]=[CH:16][C:15]([NH:18][CH:19]([C:23]3[CH:24]=[CH:25][C:26]([C:27]([NH:43][CH2:42][CH2:36][C:34]([OH:40])=[O:35])=[O:28])=[CH:32][CH:33]=3)[CH2:20][CH2:21][CH3:22])=[CH:14][CH:13]=2)[CH:11]=1. Procedure: The title compound was prepared by a method analogous to that described for Example 163, Steps B-D, using (+/−)-ethyl 4-(1-(6-(4-(pyridin-2-yl)-1H-pyrazol-1-yl)pyridin-3-ylamino)butyl)benzoate. Column: Waters Atlantis dC18 4.6×50 mm, 5 μm. Modifier TFA 0.05%. Gradient 95% H20/5% MeCN linear to 5% H20/95% MeCN over 4.0 min, Hold at 5% H20/95% MeCN to 5.0 min. Flow: 2.0 mL/min. Retention time: 2.20 min. MS (M+1): 485.0. Reactants: O=C1CCCc2ccccc2N1Cc1cccc(Br)c1, CC(C)(C)P(C(C)(C)C)C(C)(C)C, CC(C)(C)OC(=O)N1CCNCC1, CCOCC, CC(C)(C)[O-], [Na+], Cc1ccccc1C. The product is CC(C)(C)OC(=O)N1CCN(c2cccc(CN3C(=O)CCCc4ccccc43)c2)CC1. As a reaction SMILES: [Br:1][c:2]1[cH:3][c:4]([CH2:5][N:6]2[c:7]3[c:8]([cH:14][cH:15][cH:16][cH:17]3)[CH2:9][CH2:10][CH2:11][C:12]2=[O:13])[cH:18][cH:19][cH:20]1.[C:27]([P:28]([C:29]([CH3:30])([CH3:31])[CH3:32])[C:33]([CH3:34])([CH3:35])[CH3:36])([CH3:37])([CH3:38])[CH3:39].[C:40]([CH3:41])([CH3:42])([CH3:43])[O:44][C:45](=[O:46])[N:47]1[CH2:48][CH2:49][NH:50][CH2:51][CH2:52]1.[CH2:61]([O:62][CH2:63][CH3:64])[CH3:65].[CH3:21][C:22]([CH3:23])([O-:24])[CH3:25].[Na+:26].[c:53]1([CH3:54])[c:55]([CH3:56])[cH:57][cH:58][cH:59][cH:60]1>>[c:2]1([N:50]2[CH2:49][CH2:48][N:47]([C:45]([O:44][C:40]([CH3:41])([CH3:42])[CH3:43])=[O:46])[CH2:52][CH2:51]2)[cH:3][c:4]([CH2:5][N:6]2[c:7]3[c:8]([cH:14][cH:15][cH:16][cH:17]3)[CH2:9][CH2:10][CH2:11][C:12]2=[O:13])[cH:18][cH:19][cH:20]1. Starting materials: CCCCCCCCCC(C)=CCCBr, [C-]#N, [K+], CN(C)C=O, O. The product is CCCCCCCCCC(C)=CCCC#N. RXN SMILES: [Br:1][CH2:2][CH2:3][CH:4]=[C:5]([CH2:6][CH2:7][CH2:8][CH2:9][CH2:10][CH2:11][CH2:12][CH2:13][CH3:14])[CH3:15].[C-:16]#[N:17].[K+:18].[O:19]=[CH:20][N:21]([CH3:22])[CH3:23].[OH2:24]>>[CH2:2]([CH2:3][CH:4]=[C:5]([CH2:6][CH2:7][CH2:8][CH2:9][CH2:10][CH2:11][CH2:12][CH2:13][CH3:14])[CH3:15])[C:16]#[N:17]. Starting materials: BrCC=1C=CC(=C(C1)C1=CC=C2C(=N1)N(C(N2CC(C)(C)C)=O)C)C (5-[5-(bromomethyl)-2-methylphenyl]-1-(2,2-dimethylpropyl)-3-methyl-1,3-dihydro-2H-imidazo[4,5-b]pyridin-2-one), [C-]#N.[K+] (potassium cyanide). Solvent: CN1CCCC1=O (NMP). Reaction conditions: time 15 hour. The product is CC(CN1C(N(C2=NC(=CC=C21)C=2C=C(C=CC2C)CC#N)C)=O)(C)C ({3-[1-(2,2-dimethylpropyl)-3-methyl-2-oxo-2,3-dihydro-1H-imidazo[4,5-b]pyridin-5-yl]-4-methylphenyl}acetonitrile). Reaction SMILES: Br[CH2:2][C:3]1[CH:4]=[CH:5][C:6]([CH3:25])=[C:7]([C:9]2[N:14]=[C:13]3[N:15]([CH3:24])[C:16](=[O:23])[N:17]([CH2:18][C:19]([CH3:22])([CH3:21])[CH3:20])[C:12]3=[CH:11][CH:10]=2)[CH:8]=1.[C-:26]#[N:27].[K+]>CN1C(=O)CCC1>[CH3:22][C:19]([CH3:21])([CH3:20])[CH2:18][N:17]1[C:12]2[C:13](=[N:14][C:9]([C:7]3[CH:8]=[C:3]([CH2:2][C:26]#[N:27])[CH:4]=[CH:5][C:6]=3[CH3:25])=[CH:10][CH:11]=2)[N:15]([CH3:24])[C:16]1=[O:23] |f:1.2|. Reported procedure: To a solution of 82-1 (180 mg, 0.45 mmol) in NMP was added potassium cyanide (32 mg, 0.49 mmol), the vessel was sealed and heated to 120 C. After 15 hours, the reaction was purified by reverse phase chromatography (Sunfire C18, 40-95% CH3CN/0.1% TFA/water). Fractions containing product were partially concentrated, quenched with aqueous sodium bicarbonate and extracted with ethyl acetate. The combined organics were washed with brine, dried over Na2SO4, filtered and concentrated to give 82-2 as an... The reactants are CC1(OC[C@H](O1)COC=1C=C2C(=CN(C2=CC1)C)C1=CC=2C(=NC=CC2)N1S(=O)(=O)C1=CC=C(C=C1)C)C (2-[5-({R}-(−)-2,2-dimethyl-[1,3]dioxolan-4-ylmethoxy)-1-methyl-1H-indol-3-yl]-1-(toluene-4-sulfonyl)-1H-pyrrolo[2,3-b]pyridine), Cl (hydrochloric acid). Solvent: CO (methanol). The product is CN1C=C(C2=CC(=CC=C12)OC[C@@H](CO)O)C1=CC=2C(=NC=CC2)N1S(=O)(=O)C1=CC=C(C=C1)C ((R)-3-{1-Methyl-3-[1-(toluene-4-sulfonyl)-1H-pyrrolo[2,3-b]pyridin-2-yl]-1H-indol-5-yloxy}-propane-1,2-diol). Isolated yield 39.5%. RXN SMILES: CC1(C)[O:6][C@H:5]([CH2:7][O:8][C:9]2[CH:10]=[C:11]3[C:15](=[CH:16][CH:17]=2)[N:14]([CH3:18])[CH:13]=[C:12]3[C:19]2[N:27]([S:28]([C:31]3[CH:36]=[CH:35][C:34]([CH3:37])=[CH:33][CH:32]=3)(=[O:30])=[O:29])[C:22]3=[N:23][CH:24]=[CH:25][CH:26]=[C:21]3[CH:20]=2)[CH2:4][O:3]1.Cl>CO>[CH3:18][N:14]1[C:15]2[C:11](=[CH:10][C:9]([O:8][CH2:7][C@H:5]([OH:6])[CH2:4][OH:3])=[CH:17][CH:16]=2)[C:12]([C:19]2[N:27]([S:28]([C:31]3[CH:36]=[CH:35][C:34]([CH3:37])=[CH:33][CH:32]=3)(=[O:29])=[O:30])[C:22]3=[N:23][CH:24]=[CH:25][CH:26]=[C:21]3[CH:20]=2)=[CH:13]1. Procedure: A solution of 2-[5-({R}-(−)-2,2-dimethyl-[1,3]dioxolan-4-ylmethoxy)-1-methyl-1H-indol-3-yl]-1-(toluene-4-sulfonyl)-1H-pyrrolo[2,3-b]pyridine [1.04 g, Reference Example 23(b)] in methanol (20 mL) was treated with hydrochloric acid (20 mL, 1M) then heated under reflux for 3 hours. The reaction mixture was concentrated in vacuo and the residue subjected to flash chromatography on silica eluting with a mixture of ethyl acetate and pentane (2:1, v/v) to give the title compound (380 mg) as a clear oil...